Dataset: the Open Reaction Database (ORD), a public repository of structured organic reaction records. Task: describe an organic reaction: reactants, conditions, products, and yield Reactants: O=C(O)c1ccccc1, O=S1CNc2ccccc21. As a reaction SMILES: [OH:11][C:12](=[O:13])[c:14]1[cH:15][cH:16][cH:17][cH:18][cH:19]1.[S:1]1(=[O:10])[CH2:2][NH:3][c:4]2[c:5]1[cH:6][cH:7][cH:8][cH:9]2>>[S:1]1(=[O:10])[CH2:2][NH:3][c:4]2[c:5]1[cH:6][c:7]([C:12](=[O:11])[c:14]1[cH:15][cH:16][cH:17][cH:18][cH:19]1)[cH:8][cH:9]2. Yields the product O=C(c1ccccc1)c1ccc2c(c1)S(=O)CN2. The reactants are COCCO, COCCC#Cc1cc(Cl)c(Nc2ncnc3cc(OCCCCl)c(OC)cc23)c2c1OCO2, OCC1CCNCC1. Yields the product COCCC#Cc1cc(Cl)c(Nc2ncnc3cc(OCCCN4CCC(CO)CC4)c(OC)cc23)c2c1OCO2. RXN SMILES: [CH3:43][O:44][CH2:45][CH2:46][OH:47].[Cl:1][c:2]1[c:3]([NH:17][c:18]2[n:19][cH:20][n:21][c:22]3[cH:23][c:24]([O:30][CH2:31][CH2:32][CH2:33][Cl:34])[c:25]([O:28][CH3:29])[cH:26][c:27]23)[c:4]2[c:5]([c:9]([C:11]#[C:12][CH2:13][CH2:14][O:15][CH3:16])[cH:10]1)[O:6][CH2:7][O:8]2.[NH:35]1[CH2:36][CH2:37][CH:38]([CH2:41][OH:42])[CH2:39][CH2:40]1>>[Cl:1][c:2]1[c:3]([NH:17][c:18]2[n:19][cH:20][n:21][c:22]3[cH:23][c:24]([O:30][CH2:31][CH2:32][CH2:33][N:35]4[CH2:36][CH2:37][CH:38]([CH2:41][OH:42])[CH2:39][CH2:40]4)[c:25]([O:28][CH3:29])[cH:26][c:27]23)[c:4]2[c:5]([c:9]([C:11]#[C:12][CH2:13][CH2:14][O:15][CH3:16])[cH:10]1)[O:6][CH2:7][O:8]2. Reactants: [Br-], CCCc1c(Cc2ccc(-c3ccccc3C#N)cc2)c(=O)n(C2CCC(OCC(=O)N(C)OC)CC2)c2ncnn12, CC[Mg+], Cl, C1CCOC1. The product is CCCc1c(Cc2ccc(-c3ccccc3C#N)cc2)c(=O)n(C2CCC(OCC(=O)CC)CC2)c2ncnn12. Reaction SMILES: [Br-:43].[C:1](#[N:2])[c:3]1[c:4](-[c:9]2[cH:10][cH:11][c:12]([CH2:15][c:16]3[c:17](=[O:42])[n:18]([CH:28]4[CH2:29][CH2:30][CH:31]([O:34][CH2:35][C:36](=[O:37])[N:38]([O:39][CH3:40])[CH3:41])[CH2:32][CH2:33]4)[c:19]4[n:20]([c:21]3[CH2:22][CH2:23][CH3:24])[n:25][cH:26][n:27]4)[cH:13][cH:14]2)[cH:5][cH:6][cH:7][cH:8]1.[CH2:44]([CH3:45])[Mg+:46].[ClH:47].[O:48]1[CH2:49][CH2:50][CH2:51][CH2:52]1>>[C:1](#[N:2])[c:3]1[c:4](-[c:9]2[cH:10][cH:11][c:12]([CH2:15][c:16]3[c:17](=[O:42])[n:18]([CH:28]4[CH2:29][CH2:30][CH:31]([O:34][CH2:35][C:36](=[O:37])[CH2:44][CH3:45])[CH2:32][CH2:33]4)[c:19]4[n:20]([c:21]3[CH2:22][CH2:23][CH3:24])[n:25][cH:26][n:27]4)[cH:13][cH:14]2)[cH:5][cH:6][cH:7][cH:8]1. The reactants are O1[C@@H](CCC1)C(=O)NN ((S)-tetrahydrofuran-2-carbohydrazide), CC1=C(C(=O)N2CCC(CC2)C2=CC=C(C#N)C=C2)C=C(C(=C1)C)C1=NN=C(N1)CC1COCC1 (4-(1-(2,4-dimethyl-5-(5-((tetrahydrofuran-3-yl)methyl)-4H-1,2,4-triazol-3-yl)benzoyl)piperidin-4-yl)benzonitrile), CC1=C(C(=O)N2CCC(CC2)C2=CC=C(C#N)C=C2)C=C(C(=C1)C)C1=NN=C(N1)CC1COCC1 (4-(1-(2,4-dimethyl-5-(5-((tetrahydrofuran-3-yl)methyl)-4H-1,2,4-triazol-3-yl)benzoyl)piperidin-4-yl)benzonitrile), O1CC(CC1)CC(=O)NN (2-(tetrahydrofuran-3-yl)acetohydrazide), O1[C@@H](CCC1)C(=O)NN ((S)-tetrahydrofuran-2-carbohydrazide). The product is CC1=C(C(=O)N2CCC(CC2)C2=CC=C(C#N)C=C2)C=C(C(=C1)C)C1=NN=C(N1)[C@H]1OCCC1 ((S)-4-(1-(2,4-Dimethyl-5-(5-(tetrahydrofuran-2-yl)-4H-1,2,4-triazol-3-yl)benzoyl)piperidin-4-yl)benzonitrile). RXN SMILES: [CH3:1][C:2]1[CH:23]=[C:22]([CH3:24])[C:21]([C:25]2[NH:29][C:28]([CH2:30][CH:31]3[CH2:35][CH2:34][O:33]C3)=[N:27][N:26]=2)=[CH:20][C:3]=1[C:4]([N:6]1[CH2:11][CH2:10][CH:9]([C:12]2[CH:19]=[CH:18][C:15]([C:16]#[N:17])=[CH:14][CH:13]=2)[CH2:8][CH2:7]1)=[O:5].O1CCC[C@H]1C(NN)=O.O1CCC(CC(NN)=O)C1>>[CH3:1][C:2]1[CH:23]=[C:22]([CH3:24])[C:21]([C:25]2[NH:29][C:28]([C@@H:30]3[CH2:31][CH2:35][CH2:34][O:33]3)=[N:27][N:26]=2)=[CH:20][C:3]=1[C:4]([N:6]1[CH2:11][CH2:10][CH:9]([C:12]2[CH:19]=[CH:18][C:15]([C:16]#[N:17])=[CH:14][CH:13]=2)[CH2:8][CH2:7]1)=[O:5]. Procedure: The title compound was prepared using standard chemical manipulations and procedures similar to those used for the preparation of 4-(1-(2,4-dimethyl-5-(5-((tetrahydrofuran-3-yl)methyl)-4H-1,2,4-triazol-3-yl)benzoyl)piperidin-4-yl)benzonitrile (compound 130), using (S)-tetrahydrofuran-2-carbohydrazide (compound 136.1) instead of 2-(tetrahydrofuran-3-yl)acetohydrazide (compound 130.4). m/z (ES+) 456 (M+H)+. The reactants are ClC(Cl)(Cl)Cl, CC(C)c1ccc2cc(CO)cc-2cc1, c1ccc(P(c2ccccc2)c2ccccc2)cc1. The product is CC(C)c1ccc2cc(CCl)cc-2cc1. Reaction SMILES: [C:35]([Cl:36])([Cl:37])([Cl:38])[Cl:39].[CH:20]([CH3:21])([CH3:22])[c:23]1[cH:24][cH:25][c:26]2[cH:27][c:28]([CH2:33][OH:34])[cH:29][c:30]-2[cH:31][cH:32]1.[c:1]1([P:2]([c:3]2[cH:4][cH:5][cH:6][cH:7][cH:8]2)[c:9]2[cH:10][cH:11][cH:12][cH:13][cH:14]2)[cH:15][cH:16][cH:17][cH:18][cH:19]1>>[CH:20]([CH3:21])([CH3:22])[c:23]1[cH:24][cH:25][c:26]2[cH:27][c:28]([CH2:33][Cl:36])[cH:29][c:30]-2[cH:31][cH:32]1.